Dataset: the Open Reaction Database (ORD), a public repository of structured organic reaction records. Task: describe an organic reaction: reactants, conditions, products, and yield The reactants are [Al+3], C1CCOC1, COC(=O)c1c(C)cccc1COc1cccc(O)c1, [H-], [H-], [H-], [H-], [Li+], [Na+], [OH-], O. Product: Cc1cccc(COc2cccc(O)c2)c1CO. RXN SMILES: [Al+3:22].[CH2:30]1[O:31][CH2:32][CH2:33][CH2:34]1.[CH3:1][c:2]1[c:3]([C:4](=[O:5])[O:6][CH3:7])[c:8]([CH2:12][O:13][c:14]2[cH:15][c:16]([OH:20])[cH:17][cH:18][cH:19]2)[cH:9][cH:10][cH:11]1.[H-:21].[H-:24].[H-:25].[H-:26].[Li+:23].[Na+:29].[OH-:28].[OH2:27]>>[CH3:1][c:2]1[c:3]([CH2:4][OH:5])[c:8]([CH2:12][O:13][c:14]2[cH:15][c:16]([OH:20])[cH:17][cH:18][cH:19]2)[cH:9][cH:10][cH:11]1. Starting materials: CC(=O)Cl, ClC(Cl)Cl, Fc1ccc(N2CCN(CCCc3[nH]nc4c3CNCC4)CC2)cc1, [Na+], O=C([O-])O. The product is CC(=O)N1CCc2n[nH]c(CCCN3CCN(c4ccc(F)cc4)CC3)c2C1. RXN SMILES: [CH3:26][C:27]([Cl:28])=[O:29].[CH:30]([Cl:31])([Cl:32])[Cl:33].[F:1][c:2]1[cH:3][cH:4][c:5]([N:8]2[CH2:9][CH2:10][N:11]([CH2:14][CH2:15][CH2:16][c:17]3[nH:18][n:19][c:20]4[c:21]3[CH2:22][NH:23][CH2:24][CH2:25]4)[CH2:12][CH2:13]2)[cH:6][cH:7]1.[Na+:34].[OH:35][C:36](=[O:37])[O-:38]>>[F:1][c:2]1[cH:3][cH:4][c:5]([N:8]2[CH2:9][CH2:10][N:11]([CH2:14][CH2:15][CH2:16][c:17]3[nH:18][n:19][c:20]4[c:21]3[CH2:22][N:23]([C:27]([CH3:26])=[O:29])[CH2:24][CH2:25]4)[CH2:12][CH2:13]2)[cH:6][cH:7]1. The reactants are [BH4-], CCCc1nc2ccc(C(=O)c3ccccc3)cc2n1Cc1ccc(C(=O)OCC)cc1, CC(C)=O, CCO, [Na+]. Yields the product CCCc1nc2ccc(C(O)c3ccccc3)cc2n1Cc1ccc(C(=O)OCC)cc1. As a reaction SMILES: [BH4-:33].[CH2:1]([CH3:2])[O:3][C:4]([c:5]1[cH:6][cH:7][c:8]([CH2:11][n:12]2[c:13]([CH2:29][CH2:30][CH3:31])[n:14][c:15]3[c:16]2[cH:17][c:18]([C:21]([c:22]2[cH:23][cH:24][cH:25][cH:26][cH:27]2)=[O:28])[cH:19][cH:20]3)[cH:9][cH:10]1)=[O:32].[CH3:35][C:36](=[O:37])[CH3:38].[CH3:39][CH2:40][OH:41].[Na+:34]>>[CH2:1]([CH3:2])[O:3][C:4]([c:5]1[cH:6][cH:7][c:8]([CH2:11][n:12]2[c:13]([CH2:29][CH2:30][CH3:31])[n:14][c:15]3[c:16]2[cH:17][c:18]([CH:21]([c:22]2[cH:23][cH:24][cH:25][cH:26][cH:27]2)[OH:28])[cH:19][cH:20]3)[cH:9][cH:10]1)=[O:32]. The reactants are ClC1=C(C=C(CN2CCC(CC2)N)C=C1)OCC (1-(4-chloro-3-ethoxy-benzyl)piperidin-4-ylamine), C(C)(C)(C)C1=CC=C(C(=O)O)C=C1 (4-tert-butylbenzoic acid). The product is C(C)(C)(C)C1=CC=C(C(=O)NC2CCN(CC2)CC2=CC(=C(C=C2)Cl)OCC)C=C1 (4-tert-Butyl-N-[1-(4-chloro-3-ethoxy-benzyl)piperidin-4-yl]-benzamide). Yield: 30.0%. RXN SMILES: [Cl:1][C:2]1[CH:15]=[CH:14][C:5]([CH2:6][N:7]2[CH2:12][CH2:11][CH:10]([NH2:13])[CH2:9][CH2:8]2)=[CH:4][C:3]=1[O:16][CH2:17][CH3:18].[C:19]([C:23]1[CH:31]=[CH:30][C:26]([C:27](O)=[O:28])=[CH:25][CH:24]=1)([CH3:22])([CH3:21])[CH3:20]>>[C:19]([C:23]1[CH:24]=[CH:25][C:26]([C:27]([NH:13][CH:10]2[CH2:11][CH2:12][N:7]([CH2:6][C:5]3[CH:14]=[CH:15][C:2]([Cl:1])=[C:3]([O:16][CH2:17][CH3:18])[CH:4]=3)[CH2:8][CH2:9]2)=[O:28])=[CH:30][CH:31]=1)([CH3:22])([CH3:20])[CH3:21]. Reported procedure: The title compound (13 mg, 30%) was prepared analogously to example 8 by coupling of 1-(4-chloro-3-ethoxy-benzyl)piperidin-4-ylamine with 4-tert-butylbenzoic acid. MS: 429.5 (MH+) Starting materials: C(OOC(C(C)C)OC(C(C)C)=O)(SC)=O (O-(1-Isobutanoyloxyisobutoxy) S-methyl thiocarbonate), C(CCC)(=O)O (n-butyric acid). Yields the product C(OOC(C(C)C)OC(CCC)=O)(SC)=O (O-(1-butanoyloxyisobutoxy) S-methyl thiocarbonate). RXN SMILES: [C:1](=[O:16])([S:14][CH3:15])[O:2][O:3][CH:4]([O:8][C:9](=[O:13])[CH:10]([CH3:12])C)[CH:5]([CH3:7])[CH3:6].[C:17](O)(=O)CCC>>[C:1](=[O:16])([S:14][CH3:15])[O:2][O:3][CH:4]([O:8][C:9](=[O:13])[CH2:10][CH2:12][CH3:17])[CH:5]([CH3:6])[CH3:7]. Procedure details: Following the procedures for synthesizing O-(1-isobutanoyloxyisobutoxy) S-methyl thiocarbonate (11) and replacing isobutyric acid with n-butyric acid affords O-(1-butanoyloxyisobutoxy) S-methyl thiocarbonate (14) as an oil.